Dataset: the Open Reaction Database (ORD), a public repository of structured organic reaction records. Task: describe an organic reaction: reactants, conditions, products, and yield Reactants: Intermediate 216, FC(C(=O)O)(F)F.C1(CC1)CCOC=1NC(=C2N=C(N=C2N1)OC)N (2-[(2-cyclopropylethyl)oxy]-8-(methyloxy)-1H-purin-6-amine trifluoroacetate), BrCCCC1OCCC1 (2-(3-bromopropyl)tetrahydrofuran). The product is C1(CC1)CCOC1=NC(=C2N=C(N(C2=N1)CCCC1OCCC1)OC)N (2-[(2-Cyclopropylethyl)oxy]-8-(methyloxy)-9-[3-(tetrahydro-2-furanyl)propyl]-9H-purin-6-amine). As a reaction SMILES: FC(F)(F)C(O)=O.[CH:8]1([CH2:11][CH2:12][O:13][C:14]2[NH:15][C:16]([NH2:25])=[C:17]3[C:21]([N:22]=2)=[N:20][C:19]([O:23][CH3:24])=[N:18]3)[CH2:10][CH2:9]1.Br[CH2:27][CH2:28][CH2:29][CH:30]1[CH2:34][CH2:33][CH2:32][O:31]1>>[CH:8]1([CH2:11][CH2:12][O:13][C:14]2[N:22]=[C:21]3[C:17]([N:18]=[C:19]([O:23][CH3:24])[N:20]3[CH2:27][CH2:28][CH2:29][CH:30]3[CH2:34][CH2:33][CH2:32][O:31]3)=[C:16]([NH2:25])[N:15]=2)[CH2:10][CH2:9]1 |f:0.1|. Reported procedure: Prepared similarly to Intermediate 216 from 2-[(2-cyclopropylethyl)oxy]-8-(methyloxy)-1H-purin-6-amine trifluoroacetate and 2-(3-bromopropyl)tetrahydrofuran. The reactants are [Al+3], O=C(c1ccccc1)N1CCc2[nH]c3ccc(Oc4ccccc4)cc3c2CC1, [H-], [H-], [H-], [H-], [Li+], [Na+], C1CCOC1, [OH-], O. Yields the product c1ccc(CN2CCc3[nH]c4ccc(Oc5ccccc5)cc4c3CC2)cc1. As a reaction SMILES: [Al+3:31].[C:1]([c:2]1[cH:3][cH:4][cH:5][cH:6][cH:7]1)(=[O:8])[N:9]1[CH2:10][CH2:11][c:12]2[nH:13][c:14]3[cH:15][cH:16][c:17]([O:23][c:24]4[cH:25][cH:26][cH:27][cH:28][cH:29]4)[cH:18][c:19]3[c:20]2[CH2:21][CH2:22]1.[H-:30].[H-:33].[H-:34].[H-:35].[Li+:32].[Na+:38].[O:39]1[CH2:40][CH2:41][CH2:42][CH2:43]1.[OH-:37].[OH2:36]>>[CH2:1]([c:2]1[cH:3][cH:4][cH:5][cH:6][cH:7]1)[N:9]1[CH2:10][CH2:11][c:12]2[nH:13][c:14]3[cH:15][cH:16][c:17]([O:23][c:24]4[cH:25][cH:26][cH:27][cH:28][cH:29]4)[cH:18][c:19]3[c:20]2[CH2:21][CH2:22]1. Reactants: N1(N=CC=2C=NC=CC21)C(C)=O (1-pyrazolo[4,3-c]pyridin-1-yl-ethanone). Run in C(C)O (ethanol), [OH-].[Na+] (sodium hydroxide). Run at time 30 minute. The product is N1N=CC=2C=NC=CC21 (1H-Pyrazolo[4,3-c]pyridine). Isolated yield 81.5%. Reaction SMILES: [N:1]1(C(=O)C)[C:9]2[CH:8]=[CH:7][N:6]=[CH:5][C:4]=2[CH:3]=[N:2]1>C(O)C.[OH-].[Na+]>[NH:1]1[C:9]2[CH:8]=[CH:7][N:6]=[CH:5][C:4]=2[CH:3]=[N:2]1 |f:2.3|. Procedure details: To a solution of 6.44 g of 1-pyrazolo[4,3-c]pyridin-1-yl-ethanone in 120 mL of ethanol, 10 mL of 5N sodium hydroxide aqueous solution was added at room temperature and stirred at this temperature for 30 minutes. After neutralization with 5N hydrochloric acid, the solvent was evaporated, the residue was washed with ethyl acetate, and the solvent of filtrate was evaporated, to afford 3.88 g of the title compound as pale yellow crystals. Starting materials: O=C([O-])[O-], CN(C)c1cccc(N)c1, CCOC(C)=O, CC(C)O, Nc1cc(Cl)ncn1, Cl, [Na+], [Na+]. Yields the product CN(C)c1cccc(Nc2cc(N)ncn2)c1. Reaction SMILES: [C:20](=[O:21])([O-:22])[O-:23].[CH3:1][N:2]([c:3]1[cH:4][c:5]([NH2:9])[cH:6][cH:7][cH:8]1)[CH3:10].[CH3:26][CH2:27][O:28][C:29](=[O:30])[CH3:31].[CH3:32][CH:33]([OH:34])[CH3:35].[Cl:11][c:12]1[cH:13][c:14]([NH2:18])[n:15][cH:16][n:17]1.[ClH:19].[Na+:24].[Na+:25]>>[CH3:1][N:2]([c:3]1[cH:4][c:5]([NH:9][c:12]2[cH:13][c:14]([NH2:18])[n:15][cH:16][n:17]2)[cH:6][cH:7][cH:8]1)[CH3:10]. Reaction SMILES: [CH:1]12[N:8]([C:9]([C:11]3[C:16]([O:17][CH3:18])=[CH:15][CH:14]=[CH:13][C:12]=3[O:19][CH3:20])=[O:10])[CH2:7][CH:6]1[CH2:5][CH2:4][NH:3][CH2:2]2.[C:21]1([C:37]2[CH:42]=[CH:41][CH:40]=[CH:39][CH:38]=2)C=CC=C[C:22]=1[C:27]([N:29]1C2C(CCNC2)[CH2:30]1)=O.ClC1C=CC=CC=1C1N=CC=C[N:51]=1.ClC1C=NC2C(=CC=CC=2)N=1>>[CH3:18][O:17][C:16]1[CH:15]=[CH:14][CH:13]=[C:12]([O:19][CH3:20])[C:11]=1[C:9]([N:8]1[CH:1]2[CH:6]([CH2:5][CH2:4][N:3]([C:30]3[N:51]=[C:21]([C:37]4[CH:42]=[CH:41][CH:40]=[CH:39][CH:38]=4)[CH:22]=[CH:27][N:29]=3)[CH2:2]2)[CH2:7]1)=[O:10]. Procedure: The title compound was prepared in a manner analogous to Example 1, substituting substituting the trifluoro acetic acid salt of (3,8-diaza-bicyclo[4.2.0]oct-8-yl)-(2,6-dimethoxy-phenyl)-methanone (Intermediate 4) for biphenyl-2-yl-(3,8-diaza-bicyclo[4.2.0]oct-8-yl)-methanone and 2-chloro phenyl pyrimidine for 2-chloro quinoxaline. MS (ESI) mass calcd. for C25H26N4O3, 430.20; m/z found, 431.3 [M+H]+. 1H NMR (CDCl3): 8.64 (d, J=5.3, 0.75H), 8.42 (d, J=5.2, 0.25H), 8.11-8.00 (m, 2H), 7.65 (d, J=5.3... Product: COC1=C(C(=CC=C1)OC)C(=O)N1CC2CCN(CC12)C1=NC=CC(=N1)C1=CC=CC=C1 ((2,6-Dimethoxy-phenyl)-[3-(4-phenyl-pyrimidin-2-yl)-3,8-diaza-bicyclo[4.2.0]oct-8-yl]-methanone). The reactants are C12CNCCC2CN1C(=O)C1=C(C=CC=C1OC)OC ((3,8-diaza-bicyclo[4.2.0]oct-8-yl)-(2,6-dimethoxy-phenyl)-methanone), ClC1=C(C=CC=C1)C1=NC=CC=N1 (2-chloro phenyl pyrimidine), ClC1=NC2=CC=CC=C2N=C1 (2-chloro quinoxaline), C12CNCCC2CN1C(=O)C1=C(C=CC=C1OC)OC ((3,8-diaza-bicyclo[4.2.0]oct-8-yl)-(2,6-dimethoxy-phenyl)-methanone), C1(=C(C=CC=C1)C(=O)N1CC2CCNCC12)C1=CC=CC=C1 (biphenyl-2-yl-(3,8-diaza-bicyclo[4.2.0]oct-8-yl)-methanone).